This data is from the Open Reaction Database (ORD), a public repository of structured organic reaction records. The task is: describe an organic reaction: reactants, conditions, products, and yield The reactants are C(CCC)OCCCCOC1=C(C(=C(C=C1)C1=CC=C(C=C1)C(=O)O)F)F (4′-(4-Butoxybutoxy)-2′,3′-difluorobiphenyl-4-carboxylic acid), FC([C@@H](CCCCCC)OC(C1=CC=C(C=C1)O)=O)(F)F (4-hydroxybenzoic acid (R)-1-trifluoromethyl-heptyl ester), CN(C)C1=NC=CC=C1 (DMAP). Solvent: C1CCOC1 (THF), C(C)(C)N=C=NC(C)C (DIC). Conditions: time 24 hour. Product: FC([C@@H](CCCCCC)OC(=O)C1=CC=C(C=C1)OC(=O)C1=CC=C(C=C1)C1=C(C(=C(C=C1)OCCCCOCCCCC)F)F)(F)F (2′,3′-Difluoro-4′-(4-pentyloxybutoxy)-biphenyl-4-carboxylic acid 4-[(R)-1-trifluoromethylheptyloxycarbonyl]-phenyl ester). Isolated yield 65.0%. As a reaction SMILES: [CH2:1]([O:5][CH2:6][CH2:7][CH2:8][CH2:9][O:10][C:11]1[CH:16]=[CH:15][C:14]([C:17]2[CH:22]=[CH:21][C:20]([C:23]([OH:25])=[O:24])=[CH:19][CH:18]=2)=[C:13]([F:26])[C:12]=1[F:27])[CH2:2][CH2:3][CH3:4].[F:28][C:29]([F:48])([F:47])[C@H:30]([O:37][C:38](=[O:46])[C:39]1[CH:44]=[CH:43][C:42](O)=[CH:41][CH:40]=1)[CH2:31][CH2:32][CH2:33][CH2:34][CH2:35][CH3:36].[CH3:49]N(C1C=CC=CN=1)C>C1COCC1.C(N=C=NC(C)C)(C)C>[F:28][C:29]([F:48])([F:47])[C@H:30]([O:37][C:38]([C:39]1[CH:44]=[CH:43][C:42]([O:24][C:23]([C:20]2[CH:19]=[CH:18][C:17]([C:14]3[CH:15]=[CH:16][C:11]([O:10][CH2:9][CH2:8][CH2:7][CH2:6][O:5][CH2:1][CH2:2][CH2:3][CH2:4][CH3:49])=[C:12]([F:27])[C:13]=3[F:26])=[CH:22][CH:21]=2)=[O:25])=[CH:41][CH:40]=1)=[O:46])[CH2:31][CH2:32][CH2:33][CH2:34][CH2:35][CH3:36]. Procedure details: To a solution of 4′-(4-butoxybutoxy)-2′,3′-difluorobiphenyl-4-carboxylic acid (27) (1 equi.), (4-hydroxybenzoic acid (R)-1-trifluoromethyl-heptyl ester (7) (1 equi.), and DMAP (dimethylaminopyridine) (0.1 equi.) in THF (25 mL/mmole), DIC (diisopropyl carbodiimide) (1.2 equi.) was added at room temperature. The reaction mixture was stirred at that temperature for 24 h, quenched with water, extracted with ethyl acetate:hexane(1:1), washed with brine, dried over MgSO4, and concentrated in vacuo. Pu... Starting materials: C(=O)(OC)COC1=CC=C(CC2C(NC(S2)=O)=O)C=C1 (5-[4-[(carbomethoxy)methoxy]benzyl]thiazolidine-2,4-dione), CNC(C=1C(N)=CC=CC1)=O (N-methyl anthranilamide), C1(=CC=C(C=C1)S(=O)(=O)O)C (p-toluenesulfonic acid). The solvent is CO (methanol). Conditions: temperature 175 celsius. Product: CN1C(=NC2=CC=CC=C2C1=O)COC1=CC=C(CC2C(NC(S2)=O)=O)C=C1 (5-[4-[[3-methyl-4-oxo-3,4-dihydroquinazolin-2-yl]methoxy]benzyl]thiazolidine-2,4-dione). RXN SMILES: [C:1]([CH2:5][O:6][C:7]1[CH:20]=[CH:19][C:10]([CH2:11][CH:12]2[S:16][C:15](=[O:17])[NH:14][C:13]2=[O:18])=[CH:9][CH:8]=1)(OC)=O.[CH3:21][NH:22][C:23](=[O:31])[C:24]1[C:25](=[CH:27][CH:28]=[CH:29][CH:30]=1)[NH2:26].C1(C)C=CC(S(O)(=O)=O)=CC=1>CO>[CH3:21][N:22]1[C:23](=[O:31])[C:24]2[C:25](=[CH:27][CH:28]=[CH:29][CH:30]=2)[N:26]=[C:1]1[CH2:5][O:6][C:7]1[CH:8]=[CH:9][C:10]([CH2:11][CH:12]2[S:16][C:15](=[O:17])[NH:14][C:13]2=[O:18])=[CH:19][CH:20]=1. Reported procedure: A suspension of 5-[4-[(carbomethoxy)methoxy]benzyl]thiazolidine-2,4-dione (100 g, 0.34 M) obtained in Example 23 or 24, N-methyl anthranilamide (58.7 g, 0.39 M) and p-toluenesulfonic acid (200 mg) was taken in a round bottom flask fitted with a mechanical stirrer, oil bath and Dean-Stark condenser. The reaction mixture was heated to reflux (Internal temperature 150-155° C., oil bath temperature 170-180° C.) for a period of 45-55 h while monitoring the reaction by TLC. After completion of the rea... The reactants are FC(C(C(=O)NC)NC(=O)C=1N=C(N2C1CN(CCC2)C(=O)OC(C)(C)C)C2=CC=CC=C2)(C)C (tert-butyl 1-(3-fluoro-3-methyl-1-(methylamino)-1-oxobutan-2-ylcarbamoyl)-3-phenyl-6,7-dihydro-5H-imidazo[1,5-a][1,4]diazepine-8(9H)-carboxylate), FC(C(=O)O)(F)F (trifluoroacetic acid). Run in ClCCl (dichloromethane). Conditions: time 1 hour. The product is FC(C(C(=O)NC)NC(=O)C=1N=C(N2C1CNCCC2)C2=CC=CC=C2)(C)C (N-(3-fluoro-3-methyl-1-(methylamino)-1-oxobutan-2-yl)-3-phenyl-6,7,8,9-tetrahydro-5H-imidazo[1,5-a][1,4]diazepine-1-carboxamide). Yield: 81.6%. RXN SMILES: [F:1][C:2]([CH3:35])([CH3:34])[CH:3]([NH:8][C:9]([C:11]1[N:12]=[C:13]([C:28]2[CH:33]=[CH:32][CH:31]=[CH:30][CH:29]=2)[N:14]2[CH2:20][CH2:19][CH2:18][N:17](C(OC(C)(C)C)=O)[CH2:16][C:15]=12)=[O:10])[C:4]([NH:6][CH3:7])=[O:5].FC(F)(F)C(O)=O>ClCCl>[F:1][C:2]([CH3:35])([CH3:34])[CH:3]([NH:8][C:9]([C:11]1[N:12]=[C:13]([C:28]2[CH:33]=[CH:32][CH:31]=[CH:30][CH:29]=2)[N:14]2[CH2:20][CH2:19][CH2:18][NH:17][CH2:16][C:15]=12)=[O:10])[C:4]([NH:6][CH3:7])=[O:5]. Procedure: To 66D (178 mg, 0.37 mmol) in dichloromethane (2 mL) was added trifluoroacetic acid (1.12 mL, 14.60 mmol). After 1 hour of stirring, the solution was concentrated under reduced pressure. The residue was brought to pH 8 with a saturated aqueous solution of sodium bicarbonate. The aqueous solution was extracted with dichloromethane. The combined organic layers were dried over Na2SO4 and concentrated under reduced pressure to yield Compound 604 as a white solid (117 mg, 83%). 1H-NMR (400 MHz, (CD3)... The reactants are [Li]C(C)(C)C, CCCCC, CN(C)P(=O)(N(C)C)N(C)C, Clc1ccc(Cl)c(I)c1, Clc1nc(Cl)nc(Cl)n1, C1CCOC1. Product: Clc1ccc(Cl)c(-c2nc(Cl)nc(Cl)n2)c1. As a reaction SMILES: [C:10]([Li:11])([CH3:12])([CH3:13])[CH3:14].[CH3:15][CH2:16][CH2:17][CH2:18][CH3:19].[CH3:34][N:35]([P:36]([N:37]([CH3:38])[CH3:39])([N:40]([CH3:41])[CH3:42])=[O:43])[CH3:44].[Cl:1][c:2]1[c:3]([I:9])[cH:4][c:5]([Cl:8])[cH:6][cH:7]1.[Cl:20][c:21]1[n:22][c:23]([Cl:24])[n:25][c:26]([Cl:27])[n:28]1.[O:29]1[CH2:30][CH2:31][CH2:32][CH2:33]1>>[Cl:1][c:2]1[c:3](-[c:26]2[n:25][c:23]([Cl:24])[n:22][c:21]([Cl:20])[n:28]2)[cH:4][c:5]([Cl:8])[cH:6][cH:7]1. Reactants: BrCc1ccccc1, [Li]C(C)(C)C, [Li]CCCC, C1CCOC1, CN(C)CCN(C)C, C[Si](C)(C)C#CCCCO. Yields the product C[Si](C)(C)C#CC(CCO)Cc1ccccc1. As a reaction SMILES: [Br:29][CH2:30][c:31]1[cH:32][cH:33][cH:34][cH:35][cH:36]1.[C:24]([Li:25])([CH3:26])([CH3:27])[CH3:28].[CH2:19]([Li:20])[CH2:21][CH2:22][CH3:23].[CH2:37]1[O:38][CH2:39][CH2:40][CH2:41]1.[CH3:11][N:12]([CH3:13])[CH2:14][CH2:15][N:16]([CH3:17])[CH3:18].[CH3:1][Si:2]([C:3]#[C:4][CH2:5][CH2:6][CH2:7][OH:8])([CH3:9])[CH3:10]>>[CH3:1][Si:2]([C:3]#[C:4][CH:5]([CH2:6][CH2:7][OH:8])[CH2:30][c:31]1[cH:32][cH:33][cH:34][cH:35][cH:36]1)([CH3:9])[CH3:10]. Reactants: COc1ccc(P2(=S)P[SH](=S)(c3ccc(OC)cc3)S2)cc1, CN(C)P(=O)(N(C)C)N(C)C, O=C1CCS(=O)(=O)C(c2ccccc2F)c2cc(Cl)ccc2N1, O. The product is O=S1(=O)CCC(=S)Nc2ccc(Cl)cc2C1c1ccccc1F. RXN SMILES: [CH3:24][O:25][c:26]1[cH:27][cH:28][c:29]([SH:32]2(=[S:30])[PH:31][P:33](=[S:34])([c:35]3[cH:36][cH:37][c:38]([O:39][CH3:40])[cH:41][cH:42]3)[S:43]2)[cH:44][cH:45]1.[CH3:47][N:48]([CH3:49])[P:50](=[O:51])([N:52]([CH3:53])[CH3:54])[N:55]([CH3:56])[CH3:57].[Cl:1][c:2]1[cH:3][cH:4][c:5]2[c:6]([cH:23]1)[CH:7]([c:16]1[c:17]([F:22])[cH:18][cH:19][cH:20][cH:21]1)[S:8](=[O:14])(=[O:15])[CH2:9][CH2:10][C:11](=[O:13])[NH:12]2.[OH2:46]>>[Cl:1][c:2]1[cH:3][cH:4][c:5]2[c:6]([cH:23]1)[CH:7]([c:16]1[c:17]([F:22])[cH:18][cH:19][cH:20][cH:21]1)[S:8](=[O:14])(=[O:15])[CH2:9][CH2:10][C:11](=[S:32])[NH:12]2. Starting materials: Cl (HCl), OC1=C(C=CC=C1)B(O)O ((2-hydroxyphenyl)boronic acid), ClC1=NC=C(C(=O)OC)C=C1 (methyl 6-chloronicotinate), C([O-])([O-])=O.[K+].[K+] (potassium carbonate). Reagents/catalysts: C=1C=CC(=CC1)[P](C=2C=CC=CC2)(C=3C=CC=CC3)[Pd]([P](C=4C=CC=CC4)(C=5C=CC=CC5)C=6C=CC=CC6)([P](C=7C=CC=CC7)(C=8C=CC=CC8)C=9C=CC=CC9)[P](C=1C=CC=CC1)(C=1C=CC=CC1)C=1C=CC=CC1 (tetrakis(triphenylphosphine)palladium(0)). Run in O1CCOCC1.O (1,4-dioxane water). Reaction conditions: temperature 80 celsius, time 10 hour. Product: OC1=C(C=CC=C1)C1=NC=C(C(=O)OC)C=C1 (methyl 6-(2-hydroxyphenyl)nicotinate). Yield: 50.2%. RXN SMILES: [OH:1][C:2]1[CH:7]=[CH:6][CH:5]=[CH:4][C:3]=1B(O)O.Cl[C:12]1[CH:21]=[CH:20][C:15]([C:16]([O:18][CH3:19])=[O:17])=[CH:14][N:13]=1.C(=O)([O-])[O-].[K+].[K+].Cl>O1CCOCC1.O.C1C=CC([P]([Pd]([P](C2C=CC=CC=2)(C2C=CC=CC=2)C2C=CC=CC=2)([P](C2C=CC=CC=2)(C2C=CC=CC=2)C2C=CC=CC=2)[P](C2C=CC=CC=2)(C2C=CC=CC=2)C2C=CC=CC=2)(C2C=CC=CC=2)C2C=CC=CC=2)=CC=1>[OH:1][C:2]1[CH:7]=[CH:6][CH:5]=[CH:4][C:3]=1[C:12]1[CH:21]=[CH:20][C:15]([C:16]([O:18][CH3:19])=[O:17])=[CH:14][N:13]=1 |f:2.3.4,6.7,^1:39,41,60,79|. Procedure details: To a round bottom flask containing (2-hydroxyphenyl)boronic acid (1.37 g, 9.9 mmol) in 1,4-dioxane:water (8:1, 40 ml) was added methyl 6-chloronicotinate (1.71 g, 10.0 mmol), potassium carbonate (4.14 g, 30.0 mmol) and tetrakis(triphenylphosphine)palladium(0) (0.3 g, 0.26 mmol) and the resulting mixture stirred at 80° C. for 10 h, then stood at r.t. for 72 h. The solution was acidified to pH 1 with aqueous 2 N HCl and concentrated in vacuo to a volume of approximately 5 ml. This solution was the... Starting materials: C(#N)C1=CC=C(C=C1)O (4-cyanophenol), C(=O)([O-])[O-].[K+].[K+] (K2CO3), FC=1C=C(CBr)C=CC1 (3-fluorobenzylbromide), OC1[C@H](O)C[C@@H](O)[C@H](O1)C (Abe). Solvent: CC(=O)C (acetone). Product: FC=1C=C(COC2=CC=C(C#N)C=C2)C=CC1 (4-(3-Fluorobenzyloxy)benzonitrile). The yield is 87.2%. As a reaction SMILES: OC1O[C@H](C)[C@H](O)C[C@H]1O.[C:11]([C:13]1[CH:18]=[CH:17][C:16]([OH:19])=[CH:15][CH:14]=1)#[N:12].C([O-])([O-])=O.[K+].[K+].[F:26][C:27]1[CH:28]=[C:29]([CH:32]=[CH:33][CH:34]=1)[CH2:30]Br>CC(C)=O>[F:26][C:27]1[CH:28]=[C:29]([CH:32]=[CH:33][CH:34]=1)[CH2:30][O:19][C:16]1[CH:17]=[CH:18][C:13]([C:11]#[N:12])=[CH:14][CH:15]=1 |f:2.3.4|. Procedure details: (Nakamoto, Kazutaka; Tsukada, Itaru; Tanaka, Keigo; Matsukura, Masayuki; Haneda, Toru; Inoue, Satoshi; Ueda, Norihiro; Abe, Shinya; Hata, Katsura; Watanabe, Naoaki, WO 2005033079 (2005)). A mixture of 4-cyanophenol (11.91 g, 100.0 mmol), K2CO3 (55.20 g, 400.0 mmol), and 3-fluorobenzylbromide (22.68 g, 120.0 mmol) were heated in acetone (400 mL) at reflux (5 h). The volatiles were evaporated and the residue was diluted in CH2Cl2 (300 mL), and then washed with H2O (500 mL), dried (MgSO4), and conc...